Dataset: the Open Reaction Database (ORD), a public repository of structured organic reaction records. Task: describe an organic reaction: reactants, conditions, products, and yield Reactants: FC(S(=O)(=O)O[Si](C)(C)C)(F)F (trimethylsilyl trifluoromethanesulfonate), C(C)[Si](CC)(CC)C#C[C@]1([C@H]([C@H](C(OC(C)=O)O1)OC(C)=O)OCC1=CC=CC=C1)COCC1=CC=CC=C1 (4-C-triethylsilylethynyl-1, 2-di-O-acetyl-3,5-di-O-benzyl-D-ribo-pentofuranose), FC=1C(NC(NC1)=O)=O (5-fluorouracil), C/C(=N\[Si](C)(C)C)/O[Si](C)(C)C (N,O-bis(trimethylsilyl)acetamide), C(O)([O-])=O.[Na+] (sodium hydrogencarbonate). Solvent: ClCCCl (1,2-dichloroethane). Reaction conditions: time 8 hour. The product is C(C)(=O)O[C@H]1[C@@H](O[C@@]([C@H]1OCC1=CC=CC=C1)(COCC1=CC=CC=C1)C#C[Si](CC)(CC)CC)N1C(=O)NC(=O)C(=C1)F (2′-O-acetyl-3′,5′-di-O-benzyl-4′-C-triethylsilylethynyl-5-fluorouridine). As a reaction SMILES: [CH2:1]([Si:3]([C:8]#[C:9][C@:10]1([CH2:31][O:32][CH2:33][C:34]2[CH:39]=[CH:38][CH:37]=[CH:36][CH:35]=2)[O:18][CH:13](OC(=O)C)[C@H:12]([O:19][C:20](=[O:22])[CH3:21])[C@@H:11]1[O:23][CH2:24][C:25]1[CH:30]=[CH:29][CH:28]=[CH:27][CH:26]=1)([CH2:6][CH3:7])[CH2:4][CH3:5])[CH3:2].[F:40][C:41]1[C:42](=[O:48])[NH:43][C:44](=[O:47])[NH:45][CH:46]=1.C/C(/O[Si](C)(C)C)=N\[Si](C)(C)C.FC(F)(F)S(O[Si](C)(C)C)(=O)=O.C(=O)([O-])O.[Na+]>ClCCCl>[C:20]([O:19][C@@H:12]1[C@H:31]([O:32][CH2:33][C:34]2[CH:39]=[CH:38][CH:37]=[CH:36][CH:35]=2)[C@@:10]([C:9]#[C:8][Si:3]([CH2:6][CH3:7])([CH2:4][CH3:5])[CH2:1][CH3:2])([CH2:11][O:23][CH2:24][C:25]2[CH:30]=[CH:29][CH:28]=[CH:27][CH:26]=2)[O:18][C@H:13]1[N:45]1[CH:46]=[C:41]([F:40])[C:42](=[O:48])[NH:43][C:44]1=[O:47])(=[O:22])[CH3:21] |f:4.5|. Reported procedure: Compound 6 (2.00 g, 3.62 mmol) was dissolved in 1,2-dichloroethane (60.0 ml), and 5-fluorouracil (0.71 g, 5.46 mmol) and N,O-bis(trimethylsilyl)acetamide (5.37 ml, 21.7 mmol) were added to the solution, followed by refluxing for one hour. After the reaction mixture was allowed to cool to room temperature, trimethylsilyl trifluoromethanesulfonate (0.85 ml, 4.70 mmol) was added thereto, followed by stirring overnight at 50° C. A saturated aqueous solution of sodium hydrogencarbonate was added to t... Reactants: FC(F)(F)c1ccnc(Br)c1, CC(C)(C)OC(=O)N1CCNC(=O)C1, C1COCCO1, CCOC(C)=O. Yields the product CC(C)(C)OC(=O)N1CCN(c2cc(C(F)(F)F)ccn2)C(=O)C1. As a reaction SMILES: [Br:15][c:16]1[n:17][cH:18][cH:19][c:20]([C:22]([F:23])([F:24])[F:25])[cH:21]1.[C:1](=[O:2])([O:3][C:4]([CH3:5])([CH3:6])[CH3:7])[N:8]1[CH2:9][C:10](=[O:14])[NH:11][CH2:12][CH2:13]1.[CH2:26]1[O:27][CH2:28][CH2:29][O:30][CH2:31]1.[CH3:32][CH2:33][O:34][C:35]([CH3:36])=[O:37]>>[C:1](=[O:2])([O:3][C:4]([CH3:5])([CH3:6])[CH3:7])[N:8]1[CH2:9][C:10](=[O:14])[N:11]([c:16]2[n:17][cH:18][cH:19][c:20]([C:22]([F:23])([F:24])[F:25])[cH:21]2)[CH2:12][CH2:13]1.